From a dataset of the Open Reaction Database (ORD), a public repository of structured organic reaction records. describe an organic reaction: reactants, conditions, products, and yield Starting materials: [Mg+2].[Cl-].[Cl-] (MgCl2), [OH-].[Na+] (NaOH), [Cl-].[Na+] (sodium chloride), CC1=CC=C(O1)C=CCCO (5-methyl-2-furylallylcarbinol), MgCl2.6H2O, [K] (potassium), [OH-].[Na+] (NaOH). Run in O (water), O (water). Run at temperature 100 celsius, time 2.5 hour. Product: C(C=C)C1C(C=CC1(C)O)=O (2-allyl-3-hydroxy-3-methyl-4-cyclopentenone). As a reaction SMILES: [CH3:1][C:2]1[O:6][C:5]([CH:7]=[CH:8][CH2:9][CH2:10]O)=[CH:4][CH:3]=1.[K].[OH-:13].[Na+].[Mg+2].[Cl-].[Cl-].[Cl-].[Na+]>O>[CH2:8]([CH:7]1[C:2]([OH:6])([CH3:1])[CH:3]=[CH:4][C:5]1=[O:13])[CH:9]=[CH2:10] |f:2.3,4.5.6,7.8,^1:11|. Reported procedure: In a reaction vessel, water (750 ml) was charged, and the temperature was elevated up to 100° C. to reflux. Then, 5-methyl-2-furylallylcarbinol (24 g) and a solution of MgCl2.6H2O (31.5 g) in water (160 ml) were dropwise added thereto in 2.5 hours and 3.5 hours, respectively. During the addition, the pH value of the reaction mixture was maintained at 5.7 to 5.3 by the addition of an aqueous 10% potassium primary phosphate solution and an aqueous 1 N NaOH solution. After about 1.5 hours from the ... Starting materials: C(C1=CC=CC=C1)OC(=O)N1CC2=CC=CC(=C2C1)CNC(=O)OC(C)(C)C (2-benzyloxycarbonyl-4-(tertbutyloxycarbonylaminomethyl)isoindoline). Reagents/catalysts: [Pd] (palladium on carbon). Solvent: CO (methanol). Reaction conditions: time 3 day. The product is C(C)(C)(C)OC(=O)NCC1=C2CNCC2=CC=C1 (4-(tertbutyloxycarbonylaminomethyl)isoindoline). The yield is 78.4%. As a reaction SMILES: C(OC([N:11]1[CH2:19][C:18]2[C:13](=[CH:14][CH:15]=[CH:16][C:17]=2[CH2:20][NH:21][C:22]([O:24][C:25]([CH3:28])([CH3:27])[CH3:26])=[O:23])[CH2:12]1)=O)C1C=CC=CC=1>CO.[Pd]>[C:25]([O:24][C:22]([NH:21][CH2:20][C:17]1[CH:16]=[CH:15][CH:14]=[C:13]2[C:18]=1[CH2:19][NH:11][CH2:12]2)=[O:23])([CH3:28])([CH3:26])[CH3:27]. Reported procedure: 3.44 g of 2-benzyloxycarbonyl-4-(tertbutyloxycarbonylaminomethyl)isoindoline was dissolved in 50 ml of methanol. 200 mg of 10% palladium on carbon was added to it and the mixture was stirred under hydrogen gas stream for 3 days. After removing the catalyst by filtration, the filtrate was concentrated and the residue was recrystallized from ether to give 1.75 g of 4-(tertbutyloxycarbonylaminomethyl)isoindoline. Starting materials: S(=O)(Cl)Cl (Thionyl chloride), N[C@@H](C)C(=O)O (L-alanine), C(C1=CC=CC=C1)O (benzyl alcohol). Reaction conditions: temperature 0 celsius, time 2 hour. The product is [Cl-].C(C1=CC=CC=C1)OC([C@H](C)[NH3+])=O ((S)-1-(benzyloxy)-1-oxopropan-2-aminium chloride). As a reaction SMILES: S(Cl)([Cl:3])=O.[NH2:5][C@H:6]([C:8]([OH:10])=[O:9])[CH3:7].[CH2:11](O)[C:12]1[CH:17]=[CH:16][CH:15]=[CH:14][CH:13]=1>>[Cl-:3].[CH2:11]([O:9][C:8](=[O:10])[C@@H:6]([NH3+:5])[CH3:7])[C:12]1[CH:17]=[CH:16][CH:15]=[CH:14][CH:13]=1 |f:3.4|. Procedure: Thionyl chloride (27 mL) was added drop-wise to a solution L-alanine (42) (6.83 g, 76.6 mmol) in benzyl alcohol (120 mL). After stirring at 0° C. for 2 h, the reaction mixture was warmed to room temperature and stirred for a further 24 h and then evaporated to dryness under reduced pressure. Trituration with diethyl ether, followed by filtration and evaporation under reduced pressure, provided the crude product 43 (3.5 g), which was used directly without further purification. LC-MS (M-Cl)+=180 Starting materials: [H-].[Na+] (sodium hydride), O (water), C(C)(=O)NC1=CC(=NN1C1=C(C=C(C(=C1)SCC(F)(F)F)C)F)OC(C(OC(C(C(F)(F)F)(F)F)(F)F)F)(F)F (5-acetylamino-1-{2-fluoro-4-methyl-5-(2,2,2-trifluoroethylthio)phenyl}-3-{1,1,2-trifluoro-2-(heptafluoropropoxy)ethoxy}pyrazole), CI (methyl iodide). Run in C(C)(=O)OCC (ethyl acetate), CN(C=O)C (dimethylformamide), CN(C=O)C (dimethylformamide). Run at time 30 minute. Yields the product FC1=C(C=C(C(=C1)C)SCC(F)(F)F)N1N=C(C=C1NC)OC(C(OC(C(C(F)(F)F)(F)F)(F)F)F)(F)F (1-{2-fluoro-4-methyl-5-(2,2,2-trifluoroethylthio)phenyl}-5-methylamino-3-{1,1,2-trifluoro-2-(heptafluoropropoxy)ethoxy}pyrazole). Isolated yield 64.9%. RXN SMILES: [C:1]([NH:4][C:5]1[N:9]([C:10]2[CH:15]=[C:14]([S:16][CH2:17][C:18]([F:21])([F:20])[F:19])[C:13]([CH3:22])=[CH:12][C:11]=2[F:23])[N:8]=[C:7]([O:24][C:25]([F:40])([F:39])[CH:26]([F:38])[O:27][C:28]([F:37])([F:36])[C:29]([F:35])([F:34])[C:30]([F:33])([F:32])[F:31])[CH:6]=1)(=O)C.[H-].[Na+].CI.O>CN(C)C=O.C(OCC)(=O)C>[F:23][C:11]1[CH:12]=[C:13]([CH3:22])[C:14]([S:16][CH2:17][C:18]([F:21])([F:20])[F:19])=[CH:15][C:10]=1[N:9]1[C:5]([NH:4][CH3:1])=[CH:6][C:7]([O:24][C:25]([F:40])([F:39])[CH:26]([F:38])[O:27][C:28]([F:36])([F:37])[C:29]([F:34])([F:35])[C:30]([F:32])([F:33])[F:31])=[N:8]1 |f:1.2|. Reported procedure: 0.5 g of 5-acetylamino-1-{2-fluoro-4-methyl-5-(2,2,2-trifluoroethylthio)phenyl}-3-{1,1,2-trifluoro-2-(heptafluoropropoxy)ethoxy}pyrazole was dissolved in 5 mL of dimethylformamide, and under cooling with ice, the solution was dropwise added to a suspension having 40 mg of sodium hydride suspended in 10 mL of dimethylformamide, and after completion of the dropwise addition, stirring was carried out at room temperature for 30 minutes. The reaction solution was cooled with ice again, and 0.13 g of ...